Dataset: the Open Reaction Database (ORD), a public repository of structured organic reaction records. Task: describe an organic reaction: reactants, conditions, products, and yield Starting materials: ClCCl, OC(CCl)CCl, [Na+], [OH-], O, Oc1cccc2sncc12. RXN SMILES: [CH2:20]([Cl:21])[Cl:22].[Cl:13][CH2:14][CH:15]([CH2:16][Cl:17])[OH:18].[Na+:12].[OH-:11].[OH2:19].[OH:1][c:2]1[cH:3][cH:4][cH:5][c:6]2[c:7]1[cH:8][n:9][s:10]2>>[O:1]([c:2]1[cH:3][cH:4][cH:5][c:6]2[c:7]1[cH:8][n:9][s:10]2)[CH2:16][CH:15]([CH2:14][Cl:13])[OH:18]. Yields the product OC(CCl)COc1cccc2sncc12. The reactants are C(C)(C)C1=CC=NC=C1 (4-isopropylpyridine), O1CCCC1 (tetrahydrofuran), C1(=CC=CC=C1)CCCCBr (4-phenylbutyl bromide), O1CCCC1 (tetrahydrofuran), [H-].[Al+3].[Li+].[H-].[H-].[H-] (lithium aluminum hydride), O1CCCC1 (tetrahydrofuran), O (water). Run at time 24 hour. Product: CC(C)(CCC(C)C1=CC=CC=C1)C1=CC=NC=C1 (2-methyl-2-(4-pyridyl)-5-phenylhexane). Isolated yield 5.2%. Reaction SMILES: [H-].[Al+3].[Li+].[H-].[H-].[H-].[CH:7]([C:10]1[CH:15]=[CH:14][N:13]=[CH:12][CH:11]=1)([CH3:9])[CH3:8].[C:16]1([CH2:22][CH2:23][CH2:24]CBr)[CH:21]=[CH:20][CH:19]=[CH:18][CH:17]=1.O.O1CCC[CH2:29]1>>[CH3:8][C:7]([C:10]1[CH:15]=[CH:14][N:13]=[CH:12][CH:11]=1)([CH2:24][CH2:23][CH:22]([C:16]1[CH:17]=[CH:18][CH:19]=[CH:20][CH:21]=1)[CH3:29])[CH3:9] |f:0.1.2.3.4.5|. Procedure: In a flask, 0.61 g (18 mmol) of lithium aluminum hydride and 50 ml of dried tetrahydrofuran were placed. While cooling with ice-cold water under a nitrogen atmosphere, a solution of 10.0 g (82.6 mmol) of 4-isopropylpyridine dissolved in tetrahydrofuran was added dropwise. After stirring for 24 hours at room temperature, a solution of 3.41 g (16.0 mmol) of 4-phenylbutyl bromide dissolved in tetrahydrofuran was added. The resulting mixture was stirred for 2 hours. Subsequently, water was added, te...